This data is from the Open Reaction Database (ORD), a public repository of structured organic reaction records. The task is: describe an organic reaction: reactants, conditions, products, and yield The reactants are C1COCCO1, CCSc1ncc(CO)n1C. Product: CCSc1ncc(C=O)n1C. RXN SMILES: [CH2:12]1[O:13][CH2:14][CH2:15][O:16][CH2:17]1.[CH2:1]([CH3:2])[S:3][c:4]1[n:5]([CH3:11])[c:6]([CH2:9][OH:10])[cH:7][n:8]1>>[CH2:1]([CH3:2])[S:3][c:4]1[n:5]([CH3:11])[c:6]([CH:9]=[O:10])[cH:7][n:8]1. Starting materials: [OH-].[K+] (potassium hydroxide), O1C(=CC=C1)C(=O)NC=1C=C2C=CNC2=CC1 (5-(2-furoyl)amino-1H-indole), C(C)N1CCC(CC1)=O (1-ethyl-4-piperidone). The solvent is CO (methanol), ice water. Product: O1C(=CC=C1)C(=O)NC=1C=C2C(=CNC2=CC1)C=1CCN(CC1)C (5-(fur-2-oyl)amino-3-(1-methyl-1,2,3,6-tetrahydropyridin-4-yl)-1H-indole). Isolated yield 48.3%. Reaction SMILES: [OH-].[K+].[O:3]1[CH:7]=[CH:6][CH:5]=[C:4]1[C:8]([NH:10][C:11]1[CH:12]=[C:13]2[C:17](=[CH:18][CH:19]=1)[NH:16][CH:15]=[CH:14]2)=[O:9].[CH2:20]([N:22]1[CH2:27][CH2:26][C:25](=O)[CH2:24][CH2:23]1)C>CO>[O:3]1[CH:7]=[CH:6][CH:5]=[C:4]1[C:8]([NH:10][C:11]1[CH:12]=[C:13]2[C:17](=[CH:18][CH:19]=1)[NH:16][CH:15]=[C:14]2[C:25]1[CH2:26][CH2:27][N:22]([CH3:20])[CH2:23][CH:24]=1)=[O:9] |f:0.1|. Procedure details: To a solution of 0.868 gm (15.5 mMol) potassium hydroxide in 8 mL methanol were added 1.0 gm (4.42 mMol) 5-(2-furoyl)amino-1H-indole and 0.774 mL 1-ethyl-4-piperidone and the solution was stirred at reflux for 18 hours. The reaction mixture was cooled to ambient and then diluted with ice/water. The resultant precipitate was collected and dried under vacuum. This solid was purified by radial chromatography (2 mm silica), eluting with a gradient of dichloromethane containing 5-7.5% methanol and 0.... The reactants are COC(CCNC(C1=CC=C(C=C1)C(CCCC(F)(F)F)OC1=CC(=C(C(=C1)C)Br)C)=O)=O (3-{4-[1-(4-bromo-3,5-dimethyl-phenoxy)-5,5,5-trifluoro-pentyl]-benzoylamino}-propionic acid methyl ester), C(C)(C)(C)C1=CC=C(C=C1)B(O)O (4-tert-butyl phenyl boronic acid). Yields the product C(C)(C)(C)C1=CC=C(C=C1)C1=C(C=C(C=C1C)OC(CCCC(F)(F)F)C1=CC=C(C(=O)NCCC(=O)O)C=C1)C (3-{4-[1-(4′-tert-butyl-2,6-dimethyl-biphenyl-4-yloxy)-5,5,5-trifluoro-pentyl]-benzoylamino}-propionic acid). Reaction SMILES: C[O:2][C:3](=[O:33])[CH2:4][CH2:5][NH:6][C:7](=[O:32])[C:8]1[CH:13]=[CH:12][C:11]([CH:14]([O:22][C:23]2[CH:28]=[C:27]([CH3:29])[C:26](Br)=[C:25]([CH3:31])[CH:24]=2)[CH2:15][CH2:16][CH2:17][C:18]([F:21])([F:20])[F:19])=[CH:10][CH:9]=1.[C:34]([C:38]1[CH:43]=[CH:42][C:41](B(O)O)=[CH:40][CH:39]=1)([CH3:37])([CH3:36])[CH3:35]>>[C:34]([C:38]1[CH:43]=[CH:42][C:41]([C:26]2[C:25]([CH3:31])=[CH:24][C:23]([O:22][CH:14]([C:11]3[CH:10]=[CH:9][C:8]([C:7]([NH:6][CH2:5][CH2:4][C:3]([OH:2])=[O:33])=[O:32])=[CH:13][CH:12]=3)[CH2:15][CH2:16][CH2:17][C:18]([F:19])([F:20])[F:21])=[CH:28][C:27]=2[CH3:29])=[CH:40][CH:39]=1)([CH3:37])([CH3:36])[CH3:35]. Reported procedure: The title compounds are prepared in a manner substantially similar to Example 128 starting from 3-{4-[1-(4-bromo-3,5-dimethyl-phenoxy)-5,5,5-trifluoro-pentyl]-benzoylamino}-propionic acid methyl ester and 4-tert-butyl phenyl boronic acid. Isomer 1 MS: 568.2 [M−H]−; Isomer 2 MS: 568.2 [M−H]−. Starting materials: COC(=O)C(Cc1cnc(Nc2ccccc2)nc1Nc1ccccc1)c1ccc(OC)cc1, CC(=O)O, CCOC(C)=O, O=S(=O)(O)O. The product is COc1ccc(C2Cc3cnc(Nc4ccccc4)nc3N(c3ccccc3)C2=O)cc1. RXN SMILES: [CH3:1][O:2][C:3]([CH:4]([CH2:5][c:6]1[c:7]([NH:19][c:20]2[cH:21][cH:22][cH:23][cH:24][cH:25]2)[n:8][c:9]([NH:12][c:13]2[cH:14][cH:15][cH:16][cH:17][cH:18]2)[n:10][cH:11]1)[c:26]1[cH:27][cH:28][c:29]([O:32][CH3:33])[cH:30][cH:31]1)=[O:34].[CH3:40][C:41](=[O:42])[OH:43].[CH3:44][CH2:45][O:46][C:47](=[O:48])[CH3:49].[S:35](=[O:36])(=[O:37])([OH:38])[OH:39]>>[O:2]=[C:3]1[CH:4]([c:26]2[cH:27][cH:28][c:29]([O:32][CH3:33])[cH:30][cH:31]2)[CH2:5][c:6]2[c:7]([n:8][c:9]([NH:12][c:13]3[cH:14][cH:15][cH:16][cH:17][cH:18]3)[n:10][cH:11]2)[N:19]1[c:20]1[cH:21][cH:22][cH:23][cH:24][cH:25]1. Conditions: temperature 100 celsius, time 1.5 hour. Procedure: Ethyl 5-chloro-3-(methylthio)-1,2,4-triazine-6-carboxylate (300 mg, 1.29 mmol) was dissolved in 10 mL dry DMF. To it was added 3-amino-5-fluoropyridine (728 mg, 6.50 mmol) and then DIEA (0.45 mL, 2.60 mmol). The mixture was stirred at 100° C. for 1.5 h. To the mixture were poured 200 mL EtOAc. The mixture was washed with brine twice and water twice, dried in MgSO4, and concentrated in vacuo to afford crude ethyl 5-((5-fluoropyridin-3-yl)amino)-3-(methylthio)-1,2,4-triazine-6-carboxylate. It was ... RXN SMILES: Cl[C:2]1[N:3]=[C:4]([S:13][CH3:14])[N:5]=[N:6][C:7]=1[C:8]([O:10][CH2:11][CH3:12])=[O:9].[NH2:15][C:16]1[CH:17]=[N:18][CH:19]=[C:20]([F:22])[CH:21]=1.CCN(C(C)C)C(C)C.CCOC(C)=O>CN(C=O)C>[F:22][C:20]1[CH:21]=[C:16]([NH:15][C:2]2[N:3]=[C:4]([S:13][CH3:14])[N:5]=[N:6][C:7]=2[C:8]([O:10][CH2:11][CH3:12])=[O:9])[CH:17]=[N:18][CH:19]=1. Yields the product FC=1C=C(C=NC1)NC=1N=C(N=NC1C(=O)OCC)SC (ethyl 5-((5-fluoropyridin-3-yl)amino)-3-(methylthio)-1,2,4-triazine-6-carboxylate). The reactants are CCOC(=O)C (EtOAc), ClC=1N=C(N=NC1C(=O)OCC)SC (Ethyl 5-chloro-3-(methylthio)-1,2,4-triazine-6-carboxylate), CCN(C(C)C)C(C)C (DIEA), NC=1C=NC=C(C1)F (3-amino-5-fluoropyridine). Solvent: CN(C)C=O (DMF). Reactants: CC(C)Sc1cc(-c2ccc(CCN(CC(O)c3cccc(Cl)c3)C(=O)OC(C)(C)C)cc2)ccc1C(=O)O, CC(=O)OCCCS(N)(=O)=O, CCOC(C)=O, Cl, C1CCOC1. Yields the product CC(=O)OCCCS(=O)(=O)NC(=O)c1ccc(-c2ccc(CCN(CC(O)c3cccc(Cl)c3)C(=O)OC(C)(C)C)cc2)cc1SC(C)C. As a reaction SMILES: [C:1]([CH3:2])([CH3:3])([CH3:4])[O:5][C:6](=[O:7])[N:8]([CH2:9][CH2:10][c:11]1[cH:12][cH:13][c:14](-[c:17]2[cH:18][c:19]([S:26][CH:27]([CH3:28])[CH3:29])[c:20]([C:23](=[O:24])[OH:25])[cH:21][cH:22]2)[cH:15][cH:16]1)[CH2:30][CH:31]([OH:32])[c:33]1[cH:34][c:35]([Cl:39])[cH:36][cH:37][cH:38]1.[C:40]([CH3:41])(=[O:42])[O:43][CH2:44][CH2:45][CH2:46][S:47](=[O:48])(=[O:49])[NH2:50].[CH3:52][CH2:53][O:54][C:55](=[O:56])[CH3:57].[ClH:51].[O:58]1[CH2:59][CH2:60][CH2:61][CH2:62]1>>[C:1]([CH3:2])([CH3:3])([CH3:4])[O:5][C:6](=[O:7])[N:8]([CH2:9][CH2:10][c:11]1[cH:12][cH:13][c:14](-[c:17]2[cH:18][c:19]([S:26][CH:27]([CH3:28])[CH3:29])[c:20]([C:23](=[O:24])[NH:50][S:47]([CH2:46][CH2:45][CH2:44][O:43][C:40]([CH3:41])=[O:42])(=[O:48])=[O:49])[cH:21][cH:22]2)[cH:15][cH:16]1)[CH2:30][CH:31]([OH:32])[c:33]1[cH:34][c:35]([Cl:39])[cH:36][cH:37][cH:38]1. Starting materials: C(C1=CC=CC=C1)OC1=CC=C(C=C1)C1=CN(C=2N=CN=C(C21)N)C2=CC(=CC=C2)OCCCN2C=NC=C2 (5-(4-benzyloxyphenyl)-7-[3-(3-(1-imidazolyl)propoxy)phenyl]-4-aminopyrrolo[2,3-d]-pyrimidine), [H][H] (hydrogen). Reaction SMILES: C([O:8][C:9]1[CH:14]=[CH:13][C:12]([C:15]2[C:23]3[C:22]([NH2:24])=[N:21][CH:20]=[N:19][C:18]=3[N:17]([C:25]3[CH:30]=[CH:29][CH:28]=[C:27]([O:31][CH2:32][CH2:33][CH2:34][N:35]4[CH:39]=[CH:38][N:37]=[CH:36]4)[CH:26]=3)[CH:16]=2)=[CH:11][CH:10]=1)C1C=CC=CC=1.[H][H]>C1COCC1.[Pd]>[OH:8][C:9]1[CH:10]=[CH:11][C:12]([C:15]2[C:23]3[C:22]([NH2:24])=[N:21][CH:20]=[N:19][C:18]=3[N:17]([C:25]3[CH:30]=[CH:29][CH:28]=[C:27]([O:31][CH2:32][CH2:33][CH2:34][N:35]4[CH:39]=[CH:38][N:37]=[CH:36]4)[CH:26]=3)[CH:16]=2)=[CH:13][CH:14]=1. Procedure details: 0.9 g of 5-(4-benzyloxyphenyl)-7-[3-(3-(1-imidazolyl)propoxy)phenyl]-4-aminopyrrolo[2,3-d]-pyrimidine are hydrogenated in a hydrogen atmosphere at normal pressure and about 40° C. for 20 h in 40 ml of THF in the presence of 0.15 g of 10% palladium/carbon. After filtration through Celite and chromatography of the residue on silica gel (methylene chloride/methanol 9:1) 5-(4-hydroxyphenyl)-7-[3-(3-(1-imidazolyl)propoxy)phenyl]-4-amino-pyrrolo[2,3-d]pyrimidine (Rf=0.2 silica gel, methylene chloride/... Reagents/catalysts: [Pd] (palladium/carbon). Solvent: C1CCOC1 (THF). The product is OC1=CC=C(C=C1)C1=CN(C=2N=CN=C(C21)N)C2=CC(=CC=C2)OCCCN2C=NC=C2 (5-(4-Hydroxyphenyl)-7-[3-(3-(1-imidazolyl)propoxy)phenyl]-4-aminopyrrolo-[2,3-d]pyrimidine).